This data is from the Open Reaction Database (ORD), a public repository of structured organic reaction records. The task is: describe an organic reaction: reactants, conditions, products, and yield Starting materials: fatty acid, [O-2].[Zn+2] (zinc oxide), O (water), C(C=C)(=O)O (acrylic acid). The reagents and catalysts are C(CCCCCCCCCCCCCCCCC)(=O)O (stearic acid), S(=O)(=O)(O)C(C(=O)OCCCCCCCC)CC(=O)OCCCCCCCC.[Na] (sodium dioctyl sulfosuccinate). The solvent is C1(=CC=CC=C1)C (toluene), C1(=CC=CC=C1)C (toluene), C1(=CC=CC=C1)C (toluene). Run at temperature 15 celsius, time 2 hour. Yields the product C(C=C)(=O)[O-].[Zn+2].C(C=C)(=O)[O-] (zinc acrylate). The yield is 117.3%. Reaction SMILES: [O-2].[Zn+2:2].[C:3]([OH:7])(=[O:6])[CH:4]=[CH2:5].O>C1(C)C=CC=CC=1.S(C(CC(OCCCCCCCC)=O)C(OCCCCCCCC)=O)(O)(=O)=O.[Na].C(O)(=O)CCCCCCCCCCCCCCCCC>[C:3]([O-:7])(=[O:6])[CH:4]=[CH2:5].[Zn+2:2].[C:3]([O-:7])(=[O:6])[CH:4]=[CH2:5] |f:0.1,5.6,8.9.10,^1:43|. Procedure details: In a jacketed kneader made of SUS-316, 10 liters in inner volume, 5,926 g of toluene as an organic solvent and 11.4 g of sodium dioctyl sulfosuccinate (produced by Kao Co., Ltd. and marketed under trademark designation of "Pellex OT-P") as an anionic surfactant were placed, then 1,411 g of zinc oxide was added thereto and stirred to be suspended therein and, with the internal temperature of the kneader kept at 40° C., a solution of 540 g of stearic acid as a higher fatty acid in 1,809 g of tolue... Starting materials: CO, COC(=O)Cc1cc(C2CC2)c(C)cc1C, [Na+], [OH-]. The product is Cc1cc(C)c(C2CC2)cc1CC(=O)O. Reaction SMILES: [CH3:19][OH:20].[CH3:1][O:2][C:3]([CH2:4][c:5]1[c:6]([CH3:15])[cH:7][c:8]([CH3:14])[c:9]([CH:11]2[CH2:12][CH2:13]2)[cH:10]1)=[O:16].[Na+:18].[OH-:17]>>[O:2]=[C:3]([CH2:4][c:5]1[c:6]([CH3:15])[cH:7][c:8]([CH3:14])[c:9]([CH:11]2[CH2:12][CH2:13]2)[cH:10]1)[OH:16]. Reactants: [OH-].[Na+] (sodium hydroxide), C1(=CC=CC=C1)C(=O)C(O)C1=CC=CC=C1 (benzoin), C(C)C(=O)C (methyl ethyl ketone), C1(=CC=C(C=C1)S(=O)(=O)Cl)C (p-toluenesulfonyl chloride). The solvent is O (water). The product is C1(=CC=C(C=C1)S(=O)(=O)O)C.C1(=CC=CC=C1)C(=O)C(O)C1=CC=CC=C1 (benzoin p-toluenesulfonate). Isolated yield 175.3%. Reaction SMILES: [C:1]1([C:7]([CH:9]([C:11]2[CH:16]=[CH:15][CH:14]=[CH:13][CH:12]=2)[OH:10])=[O:8])[CH:6]=[CH:5][CH:4]=[CH:3][CH:2]=1.C(C(C)=O)C.[C:22]1([CH3:32])[CH:27]=[CH:26][C:25]([S:28](Cl)(=[O:30])=[O:29])=[CH:24][CH:23]=1.[OH-].[Na+]>O>[C:22]1([CH3:32])[CH:27]=[CH:26][C:25]([S:28]([OH:8])(=[O:30])=[O:29])=[CH:24][CH:23]=1.[C:1]1([C:7]([CH:9]([C:11]2[CH:16]=[CH:15][CH:14]=[CH:13][CH:12]=2)[OH:10])=[O:8])[CH:2]=[CH:3][CH:4]=[CH:5][CH:6]=1 |f:3.4,6.7|. Reported procedure: With stirring, 424.5 g (2.0 moles) of benzoin are added to 650 ml of methyl ethyl ketone in a 2.5 liter sulfonating flask. The resultant beige suspension is stirred for 5 minutes, then 400.4 g (2.1 moles) of pulverised p-toluenesulfonyl chloride are added. No chemical reaction takes place as yet. The temperature falls from room temperature to c. +5° C. When the addition is complete, the suspension is stirred for a further 5 minutes and then 50 ml of deionised water are added. Then 293.3 g of 30%... The reactants are IC1=C(C=CC=C1[N+](=O)[O-])C (2-iodo-nitrotoluene), C([O-])([O-])=O.[K+].[K+] (potassium carbonate), [C]=O (carbon monoxide), C(C)OCC (diethyl ether). The reagents and catalysts are C1(=CC=CC=C1)P(C1=CC=CC=C1)C1=CC=CC=C1.C1(=CC=CC=C1)P(C1=CC=CC=C1)C1=CC=CC=C1.[Pd](Cl)Cl (palladium(II) dichloride bis(triphenylphosphine)). Run in O (water), CN(C=O)C (N,N-dimethylformamide), CCCCCC (hexane), C(C)(=O)OCC (ethyl acetate), O (water). Reaction conditions: temperature 70 celsius. Product: [N+](=O)([O-])C1=CC(=C(C(=O)O)C=C1)C (4-nitro-2-methylbenzoic acid). Isolated yield 31.2%. As a reaction SMILES: I[C:2]1[C:7]([N+:8]([O-:10])=[O:9])=[CH:6][CH:5]=[CH:4][C:3]=1[CH3:11].[C:12](=O)([O-:14])[O-:13].[K+].[K+].[C]=O.C(OCC)C>O.CN(C)C=O.C(OCC)(=O)C.C1(P(C2C=CC=CC=2)C2C=CC=CC=2)C=CC=CC=1.C1(P(C2C=CC=CC=2)C2C=CC=CC=2)C=CC=CC=1.[Pd](Cl)Cl.CCCCCC>[N+:8]([C:7]1[CH:6]=[CH:5][C:4]([C:12]([OH:14])=[O:13])=[C:3]([CH3:11])[CH:2]=1)([O-:10])=[O:9] |f:1.2.3,9.10.11,^3:17|. Procedure details: A mixture of 1.0 g (3.8 mmol) of 2-iodo-nitrotoluene, 2.1 g (15.2 mmol) potassium carbonate and 27 mg (0.038 mmol) of palladium(II) dichloride bis(triphenylphosphine) in a mixture of 5 mL of water and 10 mL of N,N-dimethylformamide. This was placed in a Fisher/Porter bottle under 15 psig of carbon monoxide and heated at 70° C. for 16 hours. The solution became homogeneous when heated. The reaction was cooled, diethyl ether and water was added, the organic layer separated and discarded. The aqueo... Reactants: O=C([O-])[O-], CN1CCN(C2CCC(OS(C)(=O)=O)CC2)CC1=O, CN1CCCC1=O, COc1cc2ncnc(Nc3cccc(Cl)c3F)c2cc1O, [K+], [K+]. Yields the product COc1cc2ncnc(Nc3cccc(Cl)c3F)c2cc1OC1CCC(N2CCN(C)C(=O)C2)CC1. RXN SMILES: [C:42](=[O:43])([O-:44])[O-:45].[CH3:23][S:24]([O:25][CH:28]1[CH2:29][CH2:30][CH:31]([N:34]2[CH2:35][C:36](=[O:41])[N:37]([CH3:40])[CH2:38][CH2:39]2)[CH2:32][CH2:33]1)(=[O:26])=[O:27].[CH3:48][N:49]1[CH2:50][CH2:51][CH2:52][C:53]1=[O:54].[Cl:1][c:2]1[c:3]([F:22])[c:4]([NH:8][c:9]2[n:10][cH:11][n:12][c:13]3[cH:14][c:15]([O:20][CH3:21])[c:16]([OH:19])[cH:17][c:18]23)[cH:5][cH:6][cH:7]1.[K+:46].[K+:47]>>[Cl:1][c:2]1[c:3]([F:22])[c:4]([NH:8][c:9]2[n:10][cH:11][n:12][c:13]3[cH:14][c:15]([O:20][CH3:21])[c:16]([O:19][CH:28]4[CH2:29][CH2:30][CH:31]([N:34]5[CH2:35][C:36](=[O:41])[N:37]([CH3:40])[CH2:38][CH2:39]5)[CH2:32][CH2:33]4)[cH:17][c:18]23)[cH:5][cH:6][cH:7]1. Starting materials: C(CC)[C@@H]1CC[C@H](CC1)[C@@H]1CC[C@H](CC1)C1=CC(CCC1)=O (3-[trans-4-(trans-4-n-propyl-cyclohexyl)-cyclohexyl]-cyclohex-2-enone), [OH-].[K+] (KOH), CC(=O)C(=C)[Si](C)(C)C (1-(trimethylsilyl)-vinyl methyl ketone), C(CC)[C@@H]1CC[C@H](CC1)[C@@H]1CC[C@H](CC1)C(C)=O (trans-4-(trans-4-n-propycyclohexyl)-acetylcyclohexane), [Li+].CC(C)[N-]C(C)C.CCOCC (LDA ether). Reagents/catalysts: [Pd].C(=O)([O-])[O-].[Ca+2] (Pd CaCO3). The solvent is CCOCC (ether), C(C)O (ethanol), C(Cl)Cl (methylene chloride), C(C)O (ethanol), petroleum ether. Conditions: time 2 hour. The product is C(CC)[C@@H]1CC[C@H](CC1)[C@@H]1CC[C@H](CC1)C1CC(CCC1)=O (3-[trans-4-(trans-4-n-propylcyclohexyl)-cyclohexyl]-cyclohexanone). RXN SMILES: [CH2:1]([C@H:4]1[CH2:9][CH2:8][C@H:7]([C@H:10]2[CH2:15][CH2:14][C@H:13]([C:16]3[CH2:21][CH2:20][CH2:19][C:18](=[O:22])[CH:17]=3)[CH2:12][CH2:11]2)[CH2:6][CH2:5]1)[CH2:2][CH3:3].C([C@H]1CC[C@H]([C@H]2CC[C@H](C(=O)C)CC2)CC1)CC.[Li+].CC([N-]C(C)C)C.CCOCC.CC(C([Si](C)(C)C)=C)=O.[OH-].[K+]>C(O)C.[Pd].C([O-])([O-])=O.[Ca+2].CCOCC.C(Cl)Cl>[CH2:1]([C@H:4]1[CH2:5][CH2:6][C@H:7]([C@H:10]2[CH2:15][CH2:14][C@H:13]([CH:16]3[CH2:21][CH2:20][CH2:19][C:18](=[O:22])[CH2:17]3)[CH2:12][CH2:11]2)[CH2:8][CH2:9]1)[CH2:2][CH3:3] |f:2.3.4,6.7,9.10.11|. Procedure details: A solution of 6.5 g of 3-[trans-4-(trans-4-n-propyl-cyclohexyl)-cyclohexyl]-cyclohex-2-enone [m.p. 96.5°; obtainable by reacting trans-4-(trans-4-n-propycyclohexyl)-acetylcyclohexane with LDA/ether at -85°, adding 1-(trimethylsilyl)-vinyl methyl ketone at -95°, allowing the mixture to warm up to room temperature, adding methanolic KOH and working up in the customary manner (silica gel; 5:3.5:1.5 petroleum ether:methylene chloride:ether)] in 210 ml of ethanol is added to a suspension of 1.7 g of ... The reactants are OC1=C(C=C(CO)C=C1)C1=CC=C(C=C1)OC (4-hydroxy-3-(4-methoxyphenyl)benzyl alcohol). Reagents/catalysts: O=[Mn]=O (MnO2). Solvent: CC(=O)C (acetone). Conditions: time 3 day. Yields the product OC1=C(C=C(C=O)C=C1)C1=CC=C(C=C1)OC (4-Hydroxy-3-(4-methoxyphenyl)benzaldehyde). The yield is 108.8%. RXN SMILES: [OH:1][C:2]1[CH:9]=[CH:8][C:5]([CH2:6][OH:7])=[CH:4][C:3]=1[C:10]1[CH:15]=[CH:14][C:13]([O:16][CH3:17])=[CH:12][CH:11]=1>CC(C)=O.O=[Mn]=O>[OH:1][C:2]1[CH:9]=[CH:8][C:5]([CH:6]=[O:7])=[CH:4][C:3]=1[C:10]1[CH:15]=[CH:14][C:13]([O:16][CH3:17])=[CH:12][CH:11]=1. Procedure details: A solution of 4-hydroxy-3-(4-methoxyphenyl)benzyl alcohol (5.54 g, 24 mmol) in acetone (250 mL) was treated with MnO2 and the mixture stirred for 3 days. The solid was filtered on diatomaceous earth and the filtrate was concentrated under reduced pressure to afford 5.96 g of title compound as a pale green oil, impure with manganese salts. Starting materials: ClC=1C=C(C=CC1)C1=CC=CC(=N1)C(=O)O (6-(3-chlorophenyl)-2-pyridinecarboxylic acid), C1(CC1)C[C@@H](C=1SC=CN1)NC(=O)C1=NC(=C(C=C1)C1CCOCC1)OCC1CC1 (6-Cyclopropylmethoxy-5-(tetrahydro-pyran-4-yl)-pyridine-2-carboxylic acid ((S)-2-cyclopropyl-1-thiazol-2-yl-ethyl)-amide). Product: C1(CC1)C[C@@H](C=1SC=CN1)NC(=O)C1=NC(=CC=C1)C1=CC(=CC=C1)Cl (6-(3-Chloro-phenyl)-pyridine-2-carboxylic acid ((S)-2-cyclopropyl-1-thiazol-2-yl-ethyl)-amide). Reaction SMILES: [Cl:1][C:2]1[CH:3]=[C:4]([C:8]2[N:13]=[C:12]([C:14]([OH:16])=O)[CH:11]=[CH:10][CH:9]=2)[CH:5]=[CH:6][CH:7]=1.[CH:17]1([CH2:20][C@H:21]([NH:27]C(C2C=CC(C3CCOCC3)=C(OCC3CC3)N=2)=O)[C:22]2[S:23][CH:24]=[CH:25][N:26]=2)[CH2:19][CH2:18]1>>[CH:17]1([CH2:20][C@H:21]([NH:27][C:14]([C:12]2[CH:11]=[CH:10][CH:9]=[C:8]([C:4]3[CH:5]=[CH:6][CH:7]=[C:2]([Cl:1])[CH:3]=3)[N:13]=2)=[O:16])[C:22]2[S:23][CH:24]=[CH:25][N:26]=2)[CH2:19][CH2:18]1. Procedure: The title compound was synthesized in analogy to Example 1, using 6-(3-chlorophenyl)-2-pyridinecarboxylic acid (CAN 863704-38-5) and (S)-2-cyclopropyl-1-thiazol-2-yl-ethylamine (Example 59 b) as starting materials, MS (LC/MS): 384.1 [M+H]+. Starting materials: NC1=NNC(=C1)C(C)(C)C (3-amino-5-t-butylpyrazole), C([O-])([O-])=O.[Na+].[Na+] (sodium carbonate), C(C(=C)C)(=O)Cl (methacryloyl chloride). Run in O (water), C(Cl)(Cl)(Cl)Cl (carbon tetrachloride). Yields the product C(C)(C)(C)C1=CC(=NN1)NC(C(=C)C)=O (5-t-butyl-3-methacryloylaminopyrazole). The yield is 57.9%. As a reaction SMILES: [NH2:1][C:2]1[CH:6]=[C:5]([C:7]([CH3:10])([CH3:9])[CH3:8])[NH:4][N:3]=1.C(=O)([O-])[O-].[Na+].[Na+].[C:17](Cl)(=[O:21])[C:18]([CH3:20])=[CH2:19]>O.C(Cl)(Cl)(Cl)Cl>[C:7]([C:5]1[NH:4][N:3]=[C:2]([NH:1][C:17](=[O:21])[C:18]([CH3:20])=[CH2:19])[CH:6]=1)([CH3:10])([CH3:9])[CH3:8] |f:1.2.3|. Procedure details: 4.2 g (0.03 mole) of 3-amino-5-t-butylpyrazole as prepared in Example 1 was dissolved in 50 ml of water, and 3.2 g of sodium carbonate was added thereto. To the resulting aqueous solution was added dropwise 3.2 g of methacryloyl chloride dissolved in 20 ml of carbon tetrachloride at 0° C. while cooling with ice for one hour. The reaction mixture was placed at room temperature (i.e., about 20° to 30° C.), followed by filtration and washing with water to obtain 3.6 g of 5-t-butyl-3-methacryloylami...